From a dataset of the Open Reaction Database (ORD), a public repository of structured organic reaction records. describe an organic reaction: reactants, conditions, products, and yield Reactants: Example 10 ( a ), [Cl-].[Al+3].[Cl-].[Cl-] (aluminum chloride), ClC1=C(C=C(C(=O)Cl)C=C1)S(N)(=O)=O (4-chloro-3-sulfamoylbenzoyl chloride), CC=1NC2=CC=C(C=C2C1)C (2,5-dimethylindole). The solvent is ClC(C)Cl (dichloro-ethane). Yields the product ClC1=C(C=C(C(=O)C2=C(NC3=CC=C(C=C23)C)C)C=C1)S(N)(=O)=O (3-(4-Chloro-3-sulfamoylbenzoyl)-2,5-dimethylindole). Reaction SMILES: [Cl:1][C:2]1[CH:10]=[CH:9][C:5]([C:6](Cl)=[O:7])=[CH:4][C:3]=1[S:11](=[O:14])(=[O:13])[NH2:12].[CH3:15][C:16]1[NH:17][C:18]2[C:23]([CH:24]=1)=[CH:22][C:21]([CH3:25])=[CH:20][CH:19]=2.[Cl-].[Al+3].[Cl-].[Cl-]>ClC(Cl)C>[Cl:1][C:2]1[CH:10]=[CH:9][C:5]([C:6]([C:24]2[C:23]3[C:18](=[CH:19][CH:20]=[C:21]([CH3:25])[CH:22]=3)[NH:17][C:16]=2[CH3:15])=[O:7])=[CH:4][C:3]=1[S:11](=[O:14])(=[O:13])[NH2:12] |f:2.3.4.5|. Reported procedure: is obtained as described in Example 10 (a) from 10 g 4-chloro-3-sulfamoylbenzoyl chloride and 7.8 g 2,5-dimethylindole in dichloro-ethane in the presence of 12 g aluminum chloride. M.p. 248°-250° C. The reactants are ClC(=C)CCl (2,3-dichloro-1-propene), C(CCCCCC)=O (heptanal), C1(=CC=CC=C1)C (toluene). The reagents and catalysts are [Zn] (zinc), [Zn] (zinc). Solvent: C(C)(=O)O (acetic acid). Product: ClC(CC(O)CCCCCC)=C (2-chloroallyl-n-hexylcarbinol). RXN SMILES: [Cl:1][C:2]([CH2:4]Cl)=[CH2:3].[CH:6](=[O:13])[CH2:7][CH2:8][CH2:9][CH2:10][CH2:11][CH3:12].C1(C)C=CC=CC=1>[Zn].C(O)(=O)C>[Cl:1][C:2](=[CH2:3])[CH2:4][CH:6]([CH2:7][CH2:8][CH2:9][CH2:10][CH2:11][CH3:12])[OH:13]. Procedure: 58.30 Grams of 2,3-dichloro-1-propene were added dropwise to a mixture of 30.00 g of heptanal, 90 g of toluene, 120 g of 5% acetic acid and 34.35 g of zinc powder at 45° C., and then the mixture was allowed to react at the same time temperature for 3 hours. After the reaction was completed zinc-derived insolubles were filtered off, and the resultant filtrate was subjected to separation. The organic phase was washed with a 7% sodium carbonate aqueous solution an dried over sodium sulfate. The des... Reactants: CC(C)(C)OC(=O)N1CCCC1C(=O)O, ClCCCl, CCN(C(C)C)C(C)C, ClCCl, Cl, Cl, NCC(=O)c1ccc(Br)cc1, O, On1nnc2ccccc21, O=C(O)C1CCCN1. Product: CC(C)(C)OC(=O)N1CCCC1C(=O)NCC(=O)c1ccc(Br)cc1. As a reaction SMILES: [C:22](=[O:23])([O:24][C:25]([CH3:26])([CH3:27])[CH3:28])[N:29]1[CH:30]([C:31](=[O:32])[OH:33])[CH2:34][CH2:35][CH2:36]1.[CH2:48]([Cl:49])[CH2:50][Cl:51].[CH:13]([N:14]([CH2:15][CH3:16])[CH:17]([CH3:18])[CH3:19])([CH3:20])[CH3:21].[Cl:61][CH2:62][Cl:63].[ClH:1].[ClH:52].[NH2:2][CH2:3][C:4](=[O:5])[c:6]1[cH:7][cH:8][c:9]([Br:12])[cH:10][cH:11]1.[OH2:47].[OH:37][n:38]1[c:39]2[c:40]([cH:41][cH:42][cH:43][cH:44]2)[n:45][n:46]1.[OH:53][C:54]([CH:55]1[NH:56][CH2:57][CH2:58][CH2:59]1)=[O:60]>>[NH:2]([CH2:3][C:4](=[O:5])[c:6]1[cH:7][cH:8][c:9]([Br:12])[cH:10][cH:11]1)[C:31]([CH:30]1[N:29]([C:22](=[O:23])[O:24][C:25]([CH3:26])([CH3:27])[CH3:28])[CH2:36][CH2:35][CH2:34]1)=[O:32]. Reactants: C(C)(C)(C)OC(=O)N1C=CC2=CC(=CC=C12)CO (N-tert-butoxycarbonylindol-5-yl methanol). Reagents/catalysts: [O-2].[Mn+2] (manganese oxide). The solvent is C(Cl)Cl (methylene chloride). Run at time 3 hour. Yields the product C(C)(C)(C)OC(=O)N1C=CC2=CC(=CC=C12)C=O (N-tert-butoxycarbonyl-5-formylindole). Isolated yield 98.5%. RXN SMILES: [C:1]([O:5][C:6]([N:8]1[C:16]2[C:11](=[CH:12][C:13]([CH2:17][OH:18])=[CH:14][CH:15]=2)[CH:10]=[CH:9]1)=[O:7])([CH3:4])([CH3:3])[CH3:2]>C(Cl)Cl.[O-2].[Mn+2]>[C:1]([O:5][C:6]([N:8]1[C:16]2[C:11](=[CH:12][C:13]([CH:17]=[O:18])=[CH:14][CH:15]=2)[CH:10]=[CH:9]1)=[O:7])([CH3:4])([CH3:2])[CH3:3] |f:2.3|. Procedure: To a solution of N-tert-butoxycarbonylindol-5-yl methanol (2.56 g, 10.35 mmol) in dry methylene chloride (60 mL) was added manganese oxide (9 g, 103.5 mmol). The reaction mixture was stirred for 3 h at room temperature and then heated at reflux. After 3 h, the heterogeneous slurry was filtered through Celite and concentrated to afford N-tert-butoxycarbonyl-5-formylindole (2.5 g).